Dataset: the Open Reaction Database (ORD), a public repository of structured organic reaction records. Task: describe an organic reaction: reactants, conditions, products, and yield Reactants: S(=O)(Cl)Cl (thionyl chloride), C(CC)OC1=C(CO)C=CC=C1 (2-propoxybenzyl alcohol), S(=O)(Cl)Cl (thionyl chloride). The reagents and catalysts are N1=CC=CC=C1 (pyridine). Run in C1(=CC=CC=C1)C (toluene), C1(=CC=CC=C1)C (toluene). The product is C(CC)OC1=C(CCl)C=CC=C1 (2-propoxybenzyl chloride). Yield: 104.6%. Reaction SMILES: [CH2:1]([O:4][C:5]1[CH:12]=[CH:11][CH:10]=[CH:9][C:6]=1[CH2:7]O)[CH2:2][CH3:3].S(Cl)([Cl:15])=O>C1(C)C=CC=CC=1.N1C=CC=CC=1>[CH2:1]([O:4][C:5]1[CH:12]=[CH:11][CH:10]=[CH:9][C:6]=1[CH2:7][Cl:15])[CH2:2][CH3:3]. Reported procedure: A 2 liter flask was charged with 316 grams (1.9 moles, 1.0 eg.) of 2-propoxybenzyl alcohol and 15 grams of pyridine (0.0126 moles) in 750 ml of toluene. 237 grams (1.99 moles, 1.01 ec.) of thionyl chloride was slowly added dropwise, allowing the reaction mixture to reflux during the addition. The reaction was stirred 4 hours at room temperature after which the toluene and thionyl chloride were removed under reduced pressure. To the remaining oil was added water and ether and washed with saturate...